Dataset: the Open Reaction Database (ORD), a public repository of structured organic reaction records. Task: describe an organic reaction: reactants, conditions, products, and yield Reactants: OC=1C=CC(=NC1)C (5-hydroxy-2-methylpyridine), FC1=C(C#N)C=CC=N1 (2-fluoronicotinonitrile). Product: CC1=CC=C(C=N1)OC1=C(C#N)C=CC=N1 (2-[(6-methylpyridin-3-yl)oxy]nicotinonitrile). Reaction SMILES: [OH:1][C:2]1[CH:3]=[CH:4][C:5]([CH3:8])=[N:6][CH:7]=1.F[C:10]1[N:17]=[CH:16][CH:15]=[CH:14][C:11]=1[C:12]#[N:13]>>[CH3:8][C:5]1[N:6]=[CH:7][C:2]([O:1][C:10]2[N:17]=[CH:16][CH:15]=[CH:14][C:11]=2[C:12]#[N:13])=[CH:3][CH:4]=1. Procedure: 5-hydroxy-2-methylpyridine and 2-fluoronicotinonitrile were processed according to the method of Example 128B to provide the product. MS (ESI+) m/z 212 (M+H)+; The reactants are C1(=CC=CC=C1)N(C1=CC=C(C=C1)B(O)O)C1=CC=CC=C1 (4-diphenylaminophenyl boronic acid), BrC1=CC=C(C=C1)I (4-bromo-iodobenzene), C(=O)([O-])[O-].[K+].[K+] (K2CO3). The reagents and catalysts are C=1C=CC(=CC1)[P](C=2C=CC=CC2)(C=3C=CC=CC3)[Pd]([P](C=4C=CC=CC4)(C=5C=CC=CC5)C=6C=CC=CC6)([P](C=7C=CC=CC7)(C=8C=CC=CC8)C=9C=CC=CC9)[P](C=1C=CC=CC1)(C=1C=CC=CC1)C=1C=CC=CC1 (Pd(PPh3)4). Solvent: O1CCOCC1.O (dioxane water). Conditions: temperature 80 celsius. Product: BrC1=CC=C(C=C1)C1=CC=C(C=C1)N(C1=CC=CC=C1)C1=CC=CC=C1 (4′-bromo-N,N-diphenyl-[1,1′-biphenyl]-4-amine). Reaction SMILES: [C:1]1([N:7]([C:17]2[CH:22]=[CH:21][CH:20]=[CH:19][CH:18]=2)[C:8]2[CH:13]=[CH:12][C:11](B(O)O)=[CH:10][CH:9]=2)[CH:6]=[CH:5][CH:4]=[CH:3][CH:2]=1.[Br:23][C:24]1[CH:29]=[CH:28][C:27](I)=[CH:26][CH:25]=1.C([O-])([O-])=O.[K+].[K+]>O1CCOCC1.O.C1C=CC([P]([Pd]([P](C2C=CC=CC=2)(C2C=CC=CC=2)C2C=CC=CC=2)([P](C2C=CC=CC=2)(C2C=CC=CC=2)C2C=CC=CC=2)[P](C2C=CC=CC=2)(C2C=CC=CC=2)C2C=CC=CC=2)(C2C=CC=CC=2)C2C=CC=CC=2)=CC=1>[Br:23][C:24]1[CH:29]=[CH:28][C:27]([C:11]2[CH:12]=[CH:13][C:8]([N:7]([C:1]3[CH:6]=[CH:5][CH:4]=[CH:3][CH:2]=3)[C:17]3[CH:22]=[CH:21][CH:20]=[CH:19][CH:18]=3)=[CH:9][CH:10]=2)=[CH:26][CH:25]=1 |f:2.3.4,5.6,^1:47,49,68,87|. Procedure details: A mixture of 4-diphenylaminophenyl boronic acid (2.57 g, 8.9 mmol), 4-bromo-iodobenzene (5.03 g, 17.8 mmol), Pd(PPh3)4 (0.58 g, 0.5 mmol) and K2CO3 (3.0 g, 22 mmol) in dioxane/water (80 mL/15 mL) was degassed and heated at about 80° C. for about 20 hours. The whole was mixed with water/dichloromethane, the organic phase was collected and washed with brine, dried over Na2SO4, loaded on silica gel, and purified by flash column (hexanes to hexanes/dichloromethane 30:1). The desired fraction was col... Reactants: C#Cc1ccc(Cc2cc(C3(O)OC(CO)C(O)C(O)C3O)ccc2Cl)cc1, Ic1ccccc1. Yields the product OCC1OC(O)(c2ccc(Cl)c(Cc3ccc(C#Cc4ccccc4)cc3)c2)C(O)C(O)C1O. As a reaction SMILES: [Cl:1][c:2]1[c:3]([CH2:20][c:21]2[cH:22][cH:23][c:24]([C:27]#[CH:28])[cH:25][cH:26]2)[cH:4][c:5]([C:8]2([OH:9])[CH:10]([OH:11])[CH:12]([OH:13])[CH:14]([OH:15])[CH:16]([CH2:18][OH:19])[O:17]2)[cH:6][cH:7]1.[I:29][c:30]1[cH:31][cH:32][cH:33][cH:34][cH:35]1>>[Cl:1][c:2]1[c:3]([CH2:20][c:21]2[cH:22][cH:23][c:24]([C:27]#[C:28][c:30]3[cH:31][cH:32][cH:33][cH:34][cH:35]3)[cH:25][cH:26]2)[cH:4][c:5]([C:8]2([OH:9])[CH:10]([OH:11])[CH:12]([OH:13])[CH:14]([OH:15])[CH:16]([CH2:18][OH:19])[O:17]2)[cH:6][cH:7]1. Reactants: OC(CS(=O)(=O)C=1C=C(C=C(C1OCCC)OCCBr)[C@@H]1O[C@H](CC1)C1=CC(=C(C(=C1)OC)OC)OC)C (trans-2-[3-(2-Hydroxy-n-propylsulfonyl)-4-n-propoxy-5-(2-bromoethoxy)phenyl]-5-(3,4,5-trimethoxyphenyl)tetrahydrofuran), [I-] (iodide), [I-].[Na+] (sodium iodide), iodo, S1C=NC=C1 (thiazole). The solvent is CN(C)C=O (DMF), C1(=CC=CC=C1)C (toluene). The product is OC(CS(=O)(=O)C=1C=C(C=C(C1OCCC)OCCC=1SC=CN1)[C@@H]1O[C@H](CC1)C1=CC(=C(C(=C1)OC)OC)OC)C (trans-2-[3-(2-Hydroxy-n-propylsulfonyl)-4-n-propoxy-5-{2-(2-thiazolyl)ethoxy}phenyl]-5-(3,4,5-trimethoxyphenyl)tetrahydrofuran). As a reaction SMILES: [OH:1][CH:2]([CH3:38])[CH2:3][S:4]([C:7]1[CH:8]=[C:9]([C@H:21]2[CH2:25][CH2:24][C@H:23]([C:26]3[CH:31]=[C:30]([O:32][CH3:33])[C:29]([O:34][CH3:35])=[C:28]([O:36][CH3:37])[CH:27]=3)[O:22]2)[CH:10]=[C:11]([O:17][CH2:18][CH2:19]Br)[C:12]=1[O:13][CH2:14][CH2:15][CH3:16])(=[O:6])=[O:5].[I-].[I-].[Na+].[S:42]1[CH:46]=[CH:45][N:44]=[CH:43]1>CN(C=O)C.C1(C)C=CC=CC=1>[OH:1][CH:2]([CH3:38])[CH2:3][S:4]([C:7]1[CH:8]=[C:9]([C@H:21]2[CH2:25][CH2:24][C@H:23]([C:26]3[CH:31]=[C:30]([O:32][CH3:33])[C:29]([O:34][CH3:35])=[C:28]([O:36][CH3:37])[CH:27]=3)[O:22]2)[CH:10]=[C:11]([O:17][CH2:18][CH2:19][C:43]2[S:42][CH:46]=[CH:45][N:44]=2)[C:12]=1[O:13][CH2:14][CH2:15][CH3:16])(=[O:6])=[O:5] |f:2.3|. Procedure: trans-2-[3-(2-Hydroxy-n-propylsulfonyl)-4-n-propoxy-5-(2-bromoethoxy)phenyl]-5-(3,4,5-trimethoxyphenyl)tetrahydrofuran (50 mg, 0.08 mmol) (Example 12) was converted into the corresponding iodide by treatment with sodium iodide in DMF. The iodo intermediate and thiazole (0.17 mL, 2.4 mmol) in toluene (5 mL) was heated under reflux overnight. The solution was evaporated to dryness, and the product was isolated by preparative TLC (chloroform-methanol; 9:1, v/v), Rf 0.08. Starting materials: S1C(=CC=C1)C1=NNC(C1)C(=O)O ((±)-4,5-dihydro-3-(2-thienyl)-1H-pyrazole-5-carboxylic acid), C([O-])([O-])=O.[K+].[K+] (potassium carbonate), ClC(=O)OCC1=CC=CC=C1 (benzyl chloroformate). Solvent: O (water), CC(=O)C (acetone), O (water), CC(=O)C (acetone). Run at time 2 hour. Yields the product C(C1=CC=CC=C1)OC(=O)N1N=C(CC1C(=O)O)C=1SC=CC1 ((±)-4,5-Dihydro-1-(benzyloxycarbonyl)-3-(2-thienyl)-1H-pyrazole-5-carboxylic acid). RXN SMILES: [S:1]1[CH:5]=[CH:4][CH:3]=[C:2]1[C:6]1[CH2:10][CH:9]([C:11]([OH:13])=[O:12])[NH:8][N:7]=1.C(=O)([O-])[O-].[K+].[K+].Cl[C:21]([O:23][CH2:24][C:25]1[CH:30]=[CH:29][CH:28]=[CH:27][CH:26]=1)=[O:22]>O.CC(C)=O>[CH2:24]([O:23][C:21]([N:8]1[CH:9]([C:11]([OH:13])=[O:12])[CH2:10][C:6]([C:2]2[S:1][CH:5]=[CH:4][CH:3]=2)=[N:7]1)=[O:22])[C:25]1[CH:30]=[CH:29][CH:28]=[CH:27][CH:26]=1 |f:1.2.3|. Procedure details: To a stirred mixture of 9.8 g of (±)-4,5-dihydro-3-(2-thienyl)-1H-pyrazole-5-carboxylic acid (see example 2B) and 13.8 g of potassium carbonate in 80 ml of water and 40 ml of acetone there is added slowly 9.3 g of benzyl chloroformate dissolved in 50 ml of acetone, maintaining the temperature of the mixture at 10°-15° C. with an ice bath. After stirring at room temperature for 2 hours, the mixture is diluted with an equal volume of water and washed twice with ether. The aqueous layer containing ... The reactants are O.NN (hydrazine monohydrate), Cl.NO (hydroxylamine hydrochloride), CN(/C=C/C(=O)C1=C(N=C(S1)N1C(N(CC1)CC1=CC=C(C=C1)C(F)(F)F)=O)C)C ((E)-1-(5-(3-(dimethylamino)acryloyl)-4-methylthiazol-2-yl)-3-(4-(trifluoromethyl)benzyl)imidazolidin-2-one). Product: O1N=CC=C1C1=C(N=C(S1)N1C(N(CC1)CC1=CC=C(C=C1)C(F)(F)F)=O)C (1-(5-(isoxazol-5-yl)-4-methylthiazol-2-yl)-3-(4-(trifluoromethyl)benzyl)-imidazolidin-2-one). Yield: 76.0%. Reaction SMILES: O.NN.Cl.NO.C[N:8](C)/[CH:9]=[CH:10]/[C:11]([C:13]1[S:17][C:16]([N:18]2[CH2:22][CH2:21][N:20]([CH2:23][C:24]3[CH:29]=[CH:28][C:27]([C:30]([F:33])([F:32])[F:31])=[CH:26][CH:25]=3)[C:19]2=[O:34])=[N:15][C:14]=1[CH3:35])=[O:12]>>[O:12]1[C:11]([C:13]2[S:17][C:16]([N:18]3[CH2:22][CH2:21][N:20]([CH2:23][C:24]4[CH:29]=[CH:28][C:27]([C:30]([F:33])([F:32])[F:31])=[CH:26][CH:25]=4)[C:19]3=[O:34])=[N:15][C:14]=2[CH3:35])=[CH:10][CH:9]=[N:8]1 |f:0.1,2.3|. Procedure: Following the procedure as described in Example 38, making variations as required to replace hydrazine monohydrate with hydroxylamine hydrochloride to react with (E)-1-(5-(3-(dimethylamino)acryloyl)-4-methylthiazol-2-yl)-3-(4-(trifluoromethyl)benzyl)imidazolidin-2-one, the title compound was obtained as a colorless solid in 76% yield: mp 153-154° C. (ethyl acetate/hexanes); 1H NMR (300 MHz, CDCl3) δ 8.23 (d, J=1.8 Hz, 1H), 7.67 (d, J=8.1 Hz, 2H), 7.43 (d, J=8.1 Hz, 2H), 6.23 (d, J=1.8 Hz, 1H), 4... Reactants: CCOC(=O)C=Cc1ccc(N(C(=O)OC(C)(C)C)C2CCN(Cc3ccccc3)C2)nc1, Cc1ccccc1, CCN(C(C)C)C(C)C, CC(Cl)OC(=O)Cl. Yields the product CCOC(=O)C=Cc1ccc(N(C(=O)OC(C)(C)C)C2CCNC2)nc1. Reaction SMILES: [CH2:1]([c:2]1[cH:3][cH:4][cH:5][cH:6][cH:7]1)[N:8]1[CH2:9][CH:10]([N:13]([c:14]2[cH:15][cH:16][c:17]([CH:20]=[CH:21][C:22](=[O:23])[O:24][CH2:25][CH3:26])[cH:18][n:19]2)[C:27](=[O:28])[O:29][C:30]([CH3:31])([CH3:32])[CH3:33])[CH2:11][CH2:12]1.[CH3:50][c:51]1[cH:52][cH:53][cH:54][cH:55][cH:56]1.[CH:41]([N:42]([CH2:43][CH3:44])[CH:45]([CH3:46])[CH3:47])([CH3:48])[CH3:49].[Cl:34][C:35]([O:36][CH:37]([Cl:38])[CH3:39])=[O:40]>>[NH:8]1[CH2:9][CH:10]([N:13]([c:14]2[cH:15][cH:16][c:17]([CH:20]=[CH:21][C:22](=[O:23])[O:24][CH2:25][CH3:26])[cH:18][n:19]2)[C:27](=[O:28])[O:29][C:30]([CH3:31])([CH3:32])[CH3:33])[CH2:11][CH2:12]1. The reactants are CC(C)C[AlH]CC(C)C (DIBAL), solution, C1(CC1)C1=NC2=CC=CC=C2C(=C1C(=O)OC)C1=CC=C(C=C1)F (methyl 2-cyclopropyl-4-(4-fluorophenyl)quinoline-3-carboxylate). Run in C1(=CC=CC=C1)C (toluene), C1(=CC=CC=C1)C (toluene). Run at temperature 25 celsius, time 15 minute. Yields the product C1(CC1)C1=NC2=CC=CC=C2C(=C1CO)C1=CC=C(C=C1)F ((2-cyclopropyl-4-(4-fluorophenyl)quinoline-3-yl)methanol). As a reaction SMILES: [CH:1]1([C:4]2[C:13]([C:14](OC)=[O:15])=[C:12]([C:18]3[CH:23]=[CH:22][C:21]([F:24])=[CH:20][CH:19]=3)[C:11]3[C:6](=[CH:7][CH:8]=[CH:9][CH:10]=3)[N:5]=2)[CH2:3][CH2:2]1.CC(C[AlH]CC(C)C)C>C1(C)C=CC=CC=1>[CH:1]1([C:4]2[C:13]([CH2:14][OH:15])=[C:12]([C:18]3[CH:23]=[CH:22][C:21]([F:24])=[CH:20][CH:19]=3)[C:11]3[C:6](=[CH:7][CH:8]=[CH:9][CH:10]=3)[N:5]=2)[CH2:2][CH2:3]1. Reported procedure: To 50 g of methyl 2-cyclopropyl-4-(4-fluorophenyl)quinoline-3-carboxylate added toluene (250 ml) and stirred for 15 minutes at 25° C. Cooled the reaction mixture to 0° C. Added 300 ml of DIBAL H (25% solution in toluene) to the reaction mixture slowly in 45 minutes at the same temperature. Stirred the reaction mixture for 1 hr at 0° C. Quenched the reaction mixture with HCl (110 ml) solution at 10° C. and stirred for 15 minutes. Raised the temperature to 25° C. and stirred for 30 minutes. Separa... Reactants: FC1=CC=C(C=C1)C(=C(C=O)C1=NN=NN1C)C1=CC=C(C=C1)F (3,3-bis(4-fluorophenyl)-2-(1-methyl-1H-tetrazol-5-yl)propenal), C1(=CC=CC=C1)P(C1=CC=CC=C1)(C1=CC=CC=C1)=CC=O (triphenylphosphoranylidene acetaldehyde), C1=CC=CC=C1 (benzene). The product is FC1=CC=C(C=C1)C(=C(C=CC=O)C1=NN=NN1C)C1=CC=C(C=C1)F (5,5-Bis(4-fluorophenyl)-4-(1-methyl-1H-tetrazol-5yl)-2,4-pentadienal). RXN SMILES: [F:1][C:2]1[CH:7]=[CH:6][C:5]([C:8]([C:18]2[CH:23]=[CH:22][C:21]([F:24])=[CH:20][CH:19]=2)=[C:9]([C:12]2[N:16]([CH3:17])[N:15]=[N:14][N:13]=2)C=O)=[CH:4][CH:3]=1.C1(P(=[CH:44][CH:45]=[O:46])(C2C=CC=CC=2)C2C=CC=CC=2)C=CC=CC=1.[CH:47]1C=CC=CC=1>>[F:24][C:21]1[CH:22]=[CH:23][C:18]([C:8]([C:5]2[CH:6]=[CH:7][C:2]([F:1])=[CH:3][CH:4]=2)=[C:9]([C:12]2[N:16]([CH3:17])[N:15]=[N:14][N:13]=2)[CH:47]=[CH:44][CH:45]=[O:46])=[CH:19][CH:20]=1. Procedure details: A solution of 3,3-bis(4-fluorophenyl)-2-(1-methyl-1H-tetrazol-5-yl)propenal (1.0 g, 3.07 mmoles) and triphenylphosphoranylidene acetaldehyde (0.93 g, 3.07 mmoles) in benzene was heated at reflux for 1 hour. The benzene was removed in vacuo and the residue was purified by column chromatography on silica gel eluting with 15% (v/v) ethyl acetate in hexane to give 0.7 g of the title compound; m.p.=156°-157.5° C.